Dataset: the Open Reaction Database (ORD), a public repository of structured organic reaction records. Task: describe an organic reaction: reactants, conditions, products, and yield Reactants: C(CC)N(CCCCC=1N(C2=C(N1)C=CC(=C2)CN2C(C1=CC=CC=C1C2=O)=O)C)CCC (2-[2-(4-dipropylamino-butyl)-3-methyl-3H-benzimidazol-5-ylmethyl]-isoindol-1,3-dione). The solvent is CN.CO (methylamine methanol). Conditions: time 20 hour. The product is NCC=1C=CC2=C(N(C(=N2)CCCCN(CCC)CCC)C)C1 ([4-(6-aminomethyl-1-methyl-1H-benzimidazol-2-yl)-butyl]-dipropyl-amine). The yield is 10.3%. As a reaction SMILES: [CH2:1]([N:4]([CH2:31][CH2:32][CH3:33])[CH2:5][CH2:6][CH2:7][CH2:8][C:9]1[N:10]([CH3:30])[C:11]2[CH:17]=[C:16]([CH2:18][N:19]3C(=O)C4C(=CC=CC=4)C3=O)[CH:15]=[CH:14][C:12]=2[N:13]=1)[CH2:2][CH3:3]>CN.CO>[NH2:19][CH2:18][C:16]1[CH:15]=[CH:14][C:12]2[N:13]=[C:9]([CH2:8][CH2:7][CH2:6][CH2:5][N:4]([CH2:1][CH2:2][CH3:3])[CH2:31][CH2:32][CH3:33])[N:10]([CH3:30])[C:11]=2[CH:17]=1 |f:1.2|. Procedure details: The compound (232 mg) obtained in Example 13-5 was dissolved in a 40% methylamine/methanol solution (3.0 ml) and the whole was stirred at room temperature for 20 hours. After completion of the reaction, the solvent was distilled off under reduced pressure. The residue was dissolved in chloroform and then washed with a 1 mol/l sodium hydroxide aqueous solution, followed by extraction with chloroform. The organic layer was washed with a saturated saline solution and then dried with anhydrous sodiu... Reactants: CCCc1nc(CC)c(Br)c(=O)n1Cc1ccc(-c2ccccc2C#N)cc1, CC1(C)Cc2cccc(O)c2O1, CS(C)=O, CCOC(C)=O, [K+], [OH-]. Yields the product CCCc1nc(CC)c(Oc2cccc3c2OC(C)(C)C3)c(=O)n1Cc1ccc(-c2ccccc2C#N)cc1. Reaction SMILES: [Br:1][c:2]1[c:3]([CH2:27][CH3:28])[n:4][c:5]([CH2:24][CH2:25][CH3:26])[n:6]([CH2:9][c:10]2[cH:11][cH:12][c:13](-[c:16]3[c:17]([C:22]#[N:23])[cH:18][cH:19][cH:20][cH:21]3)[cH:14][cH:15]2)[c:7]1=[O:8].[CH3:29][C:30]1([CH3:31])[CH2:32][c:33]2[cH:34][cH:35][cH:36][c:37]([OH:38])[c:39]2[O:40]1.[CH3:43][S:44](=[O:45])[CH3:46].[CH3:47][CH2:48][O:49][C:50](=[O:51])[CH3:52].[K+:42].[OH-:41]>>[c:2]1([O:38][c:37]2[cH:36][cH:35][cH:34][c:33]3[c:39]2[O:40][C:30]([CH3:29])([CH3:31])[CH2:32]3)[c:3]([CH2:27][CH3:28])[n:4][c:5]([CH2:24][CH2:25][CH3:26])[n:6]([CH2:9][c:10]2[cH:11][cH:12][c:13](-[c:16]3[c:17]([C:22]#[N:23])[cH:18][cH:19][cH:20][cH:21]3)[cH:14][cH:15]2)[c:7]1=[O:8]. The reactants are CCCCCCCCOc1c(C)cc(CCC(CC#N)NC(=O)OC(C)(C)C)cc1OC, CCOCC, Cc1ccccc1. Product: CCCCCCCCOc1c(C)cc(CCC(CC=O)NC(=O)OC(C)(C)C)cc1OC. RXN SMILES: [C:1]([CH3:2])([CH3:3])([CH3:4])[O:5][C:6](=[O:7])[NH:8][CH:9]([CH2:10][C:11]#[N:12])[CH2:13][CH2:14][c:15]1[cH:16][c:17]([O:31][CH3:32])[c:18]([O:22][CH2:23][CH2:24][CH2:25][CH2:26][CH2:27][CH2:28][CH2:29][CH3:30])[c:19]([CH3:21])[cH:20]1.[CH3:33][CH2:34][O:35][CH2:36][CH3:37].[CH3:38][c:39]1[cH:40][cH:41][cH:42][cH:43][cH:44]1>>[C:1]([CH3:2])([CH3:3])([CH3:4])[O:5][C:6](=[O:7])[NH:8][CH:9]([CH2:10][CH:11]=[O:35])[CH2:13][CH2:14][c:15]1[cH:16][c:17]([O:31][CH3:32])[c:18]([O:22][CH2:23][CH2:24][CH2:25][CH2:26][CH2:27][CH2:28][CH2:29][CH3:30])[c:19]([CH3:21])[cH:20]1.